From a dataset of the Open Reaction Database (ORD), a public repository of structured organic reaction records. describe an organic reaction: reactants, conditions, products, and yield Reactants: COc1ccccc1, CCOC(=O)c1nnn(Cc2ccc(OC)cc2)c1C(=O)c1cc(OC)c(OC)cc1[N+](=O)[O-], CCOC(=O)c1c(C(=O)c2cc(OC)c(OC)cc2[N+](=O)[O-])nnn1Cc1ccc(OC)cc1, O=C(O)C(F)(F)F. Product: CCOC(=O)c1nn[nH]c1C(=O)c1cc(OC)c(OC)cc1[N+](=O)[O-]. As a reaction SMILES: [CH3:1][O:2][c:3]1[cH:4][cH:5][cH:6][cH:7][cH:8]1.[CH3:43][O:44][c:45]1[cH:46][cH:47][c:48]([CH2:49][n:50]2[c:51]([C:52](=[O:53])[c:54]3[cH:55][c:56]([O:57][CH3:58])[c:59]([O:60][CH3:61])[cH:62][c:63]3[N+:64]([O-:65])=[O:66])[c:67]([C:68]([O:69][CH2:70][CH3:71])=[O:72])[n:73][n:74]2)[cH:75][cH:76]1.[CH3:9][O:10][c:11]1[cH:12][cH:13][c:14]([CH2:15][n:16]2[n:17][n:18][c:19]([C:26]([c:27]3[c:28]([N+:37](=[O:38])[O-:39])[cH:29][c:30]([O:35][CH3:36])[c:31]([O:33][CH3:34])[cH:32]3)=[O:40])[c:20]2[C:21](=[O:22])[O:23][CH2:24][CH3:25])[cH:41][cH:42]1.[OH:77][C:78]([C:79]([F:80])([F:81])[F:82])=[O:83]>>[n:16]1[n:17][nH:18][c:19]([C:26]([c:27]2[c:28]([N+:37](=[O:38])[O-:39])[cH:29][c:30]([O:35][CH3:36])[c:31]([O:33][CH3:34])[cH:32]2)=[O:40])[c:20]1[C:21](=[O:22])[O:23][CH2:24][CH3:25]. Reactants: Cl (HCl), NC1=CC(=C(C=C1)S(=O)(=O)NC=1C=CC2=C(B(OC2)O)C1)CCC(C)=O (4-amino-N-(1-hydroxy-1,3-dihydrobenzo[c][1,2]oxaborol-6-yl)-2-(3-oxobutyl)benzenesulfonamide), [BH4-].[Na+] (NaBH4). The solvent is CO (MeOH). Conditions: time 2 hour. Product: NC1=CC(=C(C=C1)S(=O)(=O)NC=1C=CC2=C(B(OC2)O)C1)CCC(C)O (4-amino-N-(1-hydroxy-1,3-dihydrobenzo[c][1,2]oxaborol-6-yl)-2-(3-hydroxybutyl)benzenesulfonamide). The yield is 61.1%. As a reaction SMILES: [NH2:1][C:2]1[CH:7]=[CH:6][C:5]([S:8]([NH:11][C:12]2[CH:13]=[CH:14][C:15]3[CH2:19][O:18][B:17]([OH:20])[C:16]=3[CH:21]=2)(=[O:10])=[O:9])=[C:4]([CH2:22][CH2:23][C:24](=[O:26])[CH3:25])[CH:3]=1.[BH4-].[Na+].Cl>CO>[NH2:1][C:2]1[CH:7]=[CH:6][C:5]([S:8]([NH:11][C:12]2[CH:13]=[CH:14][C:15]3[CH2:19][O:18][B:17]([OH:20])[C:16]=3[CH:21]=2)(=[O:9])=[O:10])=[C:4]([CH2:22][CH2:23][CH:24]([OH:26])[CH3:25])[CH:3]=1 |f:1.2|. Reported procedure: To a solution of 4-amino-N-(1-hydroxy-1,3-dihydrobenzo[c][1,2]oxaborol-6-yl)-2-(3-oxobutyl)benzenesulfonamide (0.42 g, 1 mmol) in MeOH (15 mL) was added NaBH4 (0.13 g, 3 mmol). The mixture was stirred at r.t. for 2 hrs. The reaction mixture was concentrated, the residue was purified by pre-HPLC (column: Luna 300×50.0 mm, 10 um; liquid phase: [A-H2O+0.05% TFA; B-MeCN] B %: 5%-33%, 23 min), concentrated, acidified with HCl and freeze-dried to give 4-amino-N-(1-hydroxy-1,3-dihydrobenzo[c][1,2]oxabo... Starting materials: COc1cc(C(=O)CCN(C)C)cc(OC)c1OC, CI, CCOCC. The product is COc1cc(C(=O)CC[N+](C)(C)C)cc(OC)c1OC, [I-]. Reaction SMILES: [CH3:1][N:2]([CH3:3])[CH2:4][CH2:5][C:6](=[O:7])[c:8]1[cH:9][c:10]([O:18][CH3:19])[c:11]([O:16][CH3:17])[c:12]([O:14][CH3:15])[cH:13]1.[CH3:20][I:21].[CH3:22][CH2:23][O:24][CH2:25][CH3:26]>>[CH3:1][N+:2]([CH3:3])([CH2:4][CH2:5][C:6](=[O:7])[c:8]1[cH:9][c:10]([O:18][CH3:19])[c:11]([O:16][CH3:17])[c:12]([O:14][CH3:15])[cH:13]1)[CH3:20].[I-:21].